Dataset: the Open Reaction Database (ORD), a public repository of structured organic reaction records. Task: describe an organic reaction: reactants, conditions, products, and yield Reagents/catalysts: C=1C=CC(=CC1)[P](C=2C=CC=CC2)(C=3C=CC=CC3)[Pd]([P](C=4C=CC=CC4)(C=5C=CC=CC5)C=6C=CC=CC6)([P](C=7C=CC=CC7)(C=8C=CC=CC8)C=9C=CC=CC9)[P](C=1C=CC=CC1)(C=1C=CC=CC1)C=1C=CC=CC1 (Pd(PPh3)4). The product is C(C)OC1=C(C#N)C=CC(=C1)C=1C=NC=C(C1)C=O (2-ethoxy-4-(5-formylpyridine-3-yl)benzonitrile). As a reaction SMILES: Br[C:2]1[CH:9]=[CH:8][C:5]([C:6]#[N:7])=[C:4]([O:10][CH2:11][CH3:12])[CH:3]=1.CC1(C)C(C)(C)OB([C:21]2[CH:22]=[N:23][CH:24]=[C:25]([CH:28]=2)[CH:26]=[O:27])O1.C(=O)([O-])[O-].[Na+].[Na+]>COCCOC.C1C=CC([P]([Pd]([P](C2C=CC=CC=2)(C2C=CC=CC=2)C2C=CC=CC=2)([P](C2C=CC=CC=2)(C2C=CC=CC=2)C2C=CC=CC=2)[P](C2C=CC=CC=2)(C2C=CC=CC=2)C2C=CC=CC=2)(C2C=CC=CC=2)C2C=CC=CC=2)=CC=1>[CH2:11]([O:10][C:4]1[CH:3]=[C:2]([C:21]2[CH:22]=[N:23][CH:24]=[C:25]([CH:26]=[O:27])[CH:28]=2)[CH:9]=[CH:8][C:5]=1[C:6]#[N:7])[CH3:12] |f:2.3.4,^1:45,47,66,85|. Run in COCCOC (DME). Procedure: A mixture of 4-bromo-2-ethoxybenzonitrile (1.13 g, 5.00 mmol), 5-(4,4,5,5-tetramethyl-1,3,2-dioxaborolan-2-yl)nicotinaldehyde (1.165 g, 5.00 mmol), sodium carbonate (5.00 mL, 10.00 mmol) and Pd(PPh3)4 (1.136 g, 0.125 mmol) in DME (20 mL) was heated to reflux for 6 h. After cooling to room temperature, filtration, drying over Na2SO4, concentration, a colorless solid was obtained. 1H NMR (400 MHz, CDCl3): δ 7.14 (d, J=1.5 Hz, 1H), 7.23 (dd, J=8, 1.5 Hz, 1H), 7.70 (d, J=8=Hz, 1H), 8.33 (t, J=2 Hz, ... Starting materials: BrC1=CC(=C(C#N)C=C1)OCC (4-bromo-2-ethoxybenzonitrile), CC1(OB(OC1(C)C)C=1C=NC=C(C=O)C1)C (5-(4,4,5,5-tetramethyl-1,3,2-dioxaborolan-2-yl)nicotinaldehyde), C([O-])([O-])=O.[Na+].[Na+] (sodium carbonate). Starting materials: C(CC(O)(C(=O)O)CC(=O)O)(=O)O (citric acid), COC(=O)C=1SC(=CC1N(C(=O)C1CC=C(CC1)C)[C@@H]1CC[C@H](CC1)O)C#CC(C)(C)C (5-(3,3-Dimethyl-but-1-ynyl)-3-[(4-hydroxy-trans-cyclohexyl)-(4-methyl-cyclohex-3-enecarbonyl)-amino]-thiophene-2-carboxylic acid methyl ester), CN(C)CC1=CC(=NC=C1)F ((N,N-dimethyl)-(2-fluoro-pyridin-4-ylmethyl)amine), [H-].[Na+] (sodium hydride). Yield: 35.0%. RXN SMILES: C[O:2][C:3]([C:5]1[S:6][C:7]([C:27]#[C:28][C:29]([CH3:32])([CH3:31])[CH3:30])=[CH:8][C:9]=1[N:10]([C@H:20]1[CH2:25][CH2:24][C@H:23]([OH:26])[CH2:22][CH2:21]1)[C:11]([CH:13]1[CH2:18][CH2:17][C:16]([CH3:19])=[CH:15][CH2:14]1)=[O:12])=[O:4].[CH3:33][N:34]([CH2:36][C:37]1[CH:42]=[CH:41][N:40]=[C:39](F)[CH:38]=1)[CH3:35].[H-].[Na+].C(O)(=O)CC(CC(O)=O)(C(O)=O)O>CN(C=O)C.O>[CH3:33][N:34]([CH2:36][C:37]1[CH:42]=[CH:41][N:40]=[C:39]([O:26][C@H:23]2[CH2:24][CH2:25][C@H:20]([N:10]([C:11]([CH:13]3[CH2:18][CH2:17][C:16]([CH3:19])=[CH:15][CH2:14]3)=[O:12])[C:9]3[CH:8]=[C:7]([C:27]#[C:28][C:29]([CH3:30])([CH3:31])[CH3:32])[S:6][C:5]=3[C:3]([OH:2])=[O:4])[CH2:21][CH2:22]2)[CH:38]=1)[CH3:35] |f:2.3|. Solvent: CN(C)C=O (DMF), O (water). Procedure details: 5-(3,3-Dimethyl-but-1-ynyl)-3-[(4-hydroxy-trans-cyclohexyl)-(4-methyl-cyclohex-3-enecarbonyl)-amino]-thiophene-2-carboxylic acid methyl ester (40 mg, 0.088 mmol) and (N,N-dimethyl)-(2-fluoro-pyridin-4-ylmethyl)amine (84 mg, 0.55 mmol) in DMF (1 mL) were treated with sodium hydride (22 mg, 60% oil dispersion, 0.55 mmol). After the bubbling slowed, the reaction mixture was sealed and heated by microwave (90° C.) for 70 min. The reaction mixture was treated with 10% citric acid (2-3 mL) followed by... Yields the product CN(C)CC1=CC(=NC=C1)O[C@@H]1CC[C@H](CC1)N(C1=C(SC(=C1)C#CC(C)(C)C)C(=O)O)C(=O)C1CC=C(CC1)C (3-[[4-(4-Dimethylaminomethyl-pyridin-2-yloxy)-trans-cyclohexyl]-(4-methyl-cyclohex-3-enecarbonyl)-amino]-5-(3,3-dimethyl-but-1-ynyl)-thiophene-2-carboxylic acid). Reaction conditions: temperature 90 celsius. Starting materials: ClC=1NC2=C(N1)C=CC=C2 (2-chlorobenzimidazole), FC1=CC=C(C(C2=CC=C(C=C2)F)N)C=C1 (4,4′-difluoro-benzhydrylamine). Yields the product N1=C(NC2=C1C=CC=C2)NC(C2=CC=C(C=C2)F)C2=CC=C(C=C2)F (N-(Benzimidazol-2-yl)-4,4′-difluorobenzhydrylamine). Reaction SMILES: Cl[C:2]1[NH:3][C:4]2[CH:10]=[CH:9][CH:8]=[CH:7][C:5]=2[N:6]=1.[F:11][C:12]1[CH:26]=[CH:25][C:15]([CH:16]([NH2:24])[C:17]2[CH:22]=[CH:21][C:20]([F:23])=[CH:19][CH:18]=2)=[CH:14][CH:13]=1>>[N:6]1[C:5]2[CH:7]=[CH:8][CH:9]=[CH:10][C:4]=2[NH:3][C:2]=1[NH:24][CH:16]([C:15]1[CH:25]=[CH:26][C:12]([F:11])=[CH:13][CH:14]=1)[C:17]1[CH:18]=[CH:19][C:20]([F:23])=[CH:21][CH:22]=1. Procedure: The title compound was prepared from 2-chlorobenzimidazole and 4,4′-difluoro-benzhydrylamine (prepared by Procedure B from 4,4′-difluorobenzophenone) by Procedure A. The product was isolated by preparative LCMS to give the title compound as the free base (white solid, mp 241-243° C.). MS(ES+) m/z 336 ([M+1]+, 100). 1NMR (DMSO-d6) δ 6.20 (d, 1H), 6.80-6.91 (m, 2H), 7.09-7.20 (m, 6H), 7.38-7.43 (m, 4H), 7.69 (d, 1H), 10.6 (s, 1H). Product: C(C1=CC=CC=C1)=NN1C(N(CC1)[C@@]1(CN2C([C@H]([C@H]2S1)NC(=O)OCC1=CC=C(C=C1)OC)=O)C(=O)OC(C1=CC=CC=C1)C1=CC=CC=C1)=O ((3R,5R,6R)-3-(3-benzylideneamino-2-oxoimidazolidin-1-yl)-3-diphenylmethyloxycarbonyl-6-(p-methoxybenzyloxycarbonylamino)-7-oxo-4-thia-1-azabicyclo[3.2.0]heptane). Reaction SMILES: [NH2:1][C@@H:2]1[C:8](=[O:9])[N:7]2[C@@H:3]1[S:4][C@@:5]([N:26]1[CH2:30][CH2:29][N:28]([N:31]=[CH:32][C:33]3[CH:38]=[CH:37][CH:36]=[CH:35][CH:34]=3)[C:27]1=[O:39])([C:10]([O:12][CH:13]([C:20]1[CH:25]=[CH:24][CH:23]=[CH:22][CH:21]=1)[C:14]1[CH:19]=[CH:18][CH:17]=[CH:16][CH:15]=1)=[O:11])[CH2:6]2.[CH3:40][O:41][C:42]1[CH:60]=[CH:59][C:45]([CH2:46][O:47][C:48](SC2N=C(C)C=C(C)N=2)=[O:49])=[CH:44][CH:43]=1.O.C(=O)([O-])O.[Na+]>C(Cl)Cl>[CH:32](=[N:31][N:28]1[CH2:29][CH2:30][N:26]([C@@:5]2([C:10]([O:12][CH:13]([C:14]3[CH:15]=[CH:16][CH:17]=[CH:18][CH:19]=3)[C:20]3[CH:25]=[CH:24][CH:23]=[CH:22][CH:21]=3)=[O:11])[S:4][C@H:3]3[N:7]([C:8](=[O:9])[C@H:2]3[NH:1][C:48]([O:47][CH2:46][C:45]3[CH:59]=[CH:60][C:42]([O:41][CH3:40])=[CH:43][CH:44]=3)=[O:49])[CH2:6]2)[C:27]1=[O:39])[C:33]1[CH:38]=[CH:37][CH:36]=[CH:35][CH:34]=1 |f:3.4|. Reaction conditions: time 2 hour. Starting materials: C(O)([O-])=O.[Na+] (sodium hydrogencarbonate), COC1=CC=C(COC(=O)SC2=NC(=CC(=N2)C)C)C=C1 (S-p-methoxybenzyloxycarbonyl-4,6-dimethyl-2-mercaptopyrimidine), O (water), N[C@H]1[C@H]2S[C@](CN2C1=O)(C(=O)OC(C1=CC=CC=C1)C1=CC=CC=C1)N1C(N(CC1)N=CC1=CC=CC=C1)=O ((3R,5R,6R)-6-amino-3-(3-benzylideneamino-2-oxoimidazolidin-1-yl)-3-diphenylmethyloxycarbonyl-7-oxo-4-thia-1-azabicyclo[3.2.0]heptane). Run in C(Cl)Cl (methylene chloride). Procedure: In 80 ml of methylene chloride was dissolved 7.50 g of (3R,5R,6R)-6-amino-3-(3-benzylideneamino-2-oxoimidazolidin-1-yl)-3-diphenylmethyloxycarbonyl-7-oxo-4-thia-1-azabicyclo[3.2.0]heptane. Thereto was added 5 g of S-p-methoxybenzyloxycarbonyl-4,6-dimethyl-2-mercaptopyrimidine. The mixture was stirred at room temperature for 2 hours. The reaction mixture was mixed with 80 ml of water, and the resulting mixture was adjusted to pH 7.0 with a saturated aqueous sodium hydrogencarbonate solution. The ... The yield is 85.5%.